Dataset: the Open Reaction Database (ORD), a public repository of structured organic reaction records. Task: describe an organic reaction: reactants, conditions, products, and yield The reactants are COC=1C=CC2=C(C=CCO2)C1 (6-methoxy-2H-[1]benzopyran), cuprous iodide trimethyl phosphite, [N+](=[N-])=C(C(=O)OC)C(=O)OC (dimethyl diazomalonate). Solvent: C1(=CC=CC=C1)C (toluene). Reaction conditions: time 1.5 hour. Yields the product COC1=CC2=C(OC[C@H]3[C@@H]2C3(C(=O)OC)C(=O)OC)C=C1 (cis-(±)-dimethyl 1,1a,2,7b-tetrahydro-6-methoxybenzo[b]cyclopropa[d]pyran-1,1-dicarboxylate). As a reaction SMILES: [CH3:1][O:2][C:3]1[CH:4]=[CH:5][C:6]2[O:11][CH2:10][CH:9]=[CH:8][C:7]=2[CH:12]=1.[N+](=[C:15]([C:20]([O:22][CH3:23])=[O:21])[C:16]([O:18][CH3:19])=[O:17])=[N-]>C1(C)C=CC=CC=1>[CH3:1][O:2][C:3]1[CH:4]=[CH:5][C:6]2[O:11][CH2:10][C@@H:9]3[C:15]([C:20]([O:22][CH3:23])=[O:21])([C:16]([O:18][CH3:19])=[O:17])[C@@H:8]3[C:7]=2[CH:12]=1. Procedure details: To stirred solution of 79 g of 6-methoxy-2H-[1]benzopyran (J. Org. Chem. 1973, 38, 3832) and 17.6 g of cuprous iodide-trimethyl phosphite (Synthesis 1971, 658) in 400 ml toluene, is added at 103° 125 g dimethyl diazomalonate (Synthesis 1971, 658) over a period of 30 min. After stirring 1.5 h, the reaction mixture is cooled, filtered through Celite, concentrated under reduced pressure and flash chromatographed with ethyl acetate/hexane (3:7) to give cis-(±)-dimethyl 1,1a,2,7b-tetrahydro-6-methoxy... Reactants: C(C)#N (acetonitrile), O([Si](C)(C)C(C)(C)C)[C@@H]1CC=C(SCCCCCC(=O)OC)[C@H]1\C=C\[C@H](C[C@@H](CCCC)C)O[Si](C)(C)C(C)(C)C (methyl (11R,12S,13E,15S,17R)-11,15-bis(tert-butyldimethylsiloxy)-17,20-dimethyl-7-thiaprosta-8,13-dienoate), N1=CC=CC=C1.F (hydrogen fluoride-pyridine). Solvent: N1=CC=CC=C1 (pyridine), N1=CC=CC=C1 (pyridine). Reaction conditions: time 15 hour. Yields the product O[C@@H]1CC=C(SCCCCCC(=O)OC)[C@H]1\C=C\[C@H](C[C@@H](CCCC)C)O (methyl (11R,12S,13E,15S,17R)-11,15-dihydroxy-17,20-dimethyl-7-thiaprosta-8,13-dienoate). The yield is 86.4%. Reaction SMILES: C(#N)C.N1C=CC=CC=1.F.[O:11]([C@H:19]1[C@H:33](/[CH:34]=[CH:35]/[C@@H:36]([O:44][Si](C(C)(C)C)(C)C)[CH2:37][C@H:38]([CH3:43])[CH2:39][CH2:40][CH2:41][CH3:42])[C:22]([S:23][CH2:24][CH2:25][CH2:26][CH2:27][CH2:28][C:29]([O:31][CH3:32])=[O:30])=[CH:21][CH2:20]1)[Si](C(C)(C)C)(C)C>N1C=CC=CC=1>[OH:11][C@H:19]1[C@H:33](/[CH:34]=[CH:35]/[C@@H:36]([OH:44])[CH2:37][C@H:38]([CH3:43])[CH2:39][CH2:40][CH2:41][CH3:42])[C:22]([S:23][CH2:24][CH2:25][CH2:26][CH2:27][CH2:28][C:29]([O:31][CH3:32])=[O:30])=[CH:21][CH2:20]1 |f:1.2|. Reported procedure: To a solution of ice-cooled acetonitrile (1.5 mL) and pyridine (0.15 mL) was added hydrogen fluoride-pyridine (0.15 mL). To this solution was added methyl (11R,12S,13E,15S,17R)-11,15-bis(tert-butyldimethylsiloxy)-17,20-dimethyl-7-thiaprosta-8,13-dienoate (150 mg, 0.238 mmol) in pyridine (0.15 mL). The ice bath was removed and the solution was agitated for 15 hours, while returning it to room temperature. The reaction solution was poured into a mixture of ethyl acetate and saturated aqueous sodiu...